From a dataset of the Open Reaction Database (ORD), a public repository of structured organic reaction records. describe an organic reaction: reactants, conditions, products, and yield Reactants: O=C(O)Cc1cccc(Br)c1, Clc1ccccc1Cl, O=P12OP3(=O)OP(=O)(O1)OP(=O)(O2)O3, c1ccc(-c2ccco2)cc1. Product: O=C(Cc1cccc(Br)c1)c1ccc(-c2ccccc2)o1. RXN SMILES: [Br:12][c:13]1[cH:14][c:15]([CH2:19][C:20](=[O:21])[OH:22])[cH:16][cH:17][cH:18]1.[Cl:37][c:38]1[cH:39][cH:40][cH:41][cH:42][c:43]1[Cl:44].[O:23]=[P:24]12[O:25][P:26]3(=[O:36])[O:27][P:28](=[O:34])([O:29][P:30](=[O:33])([O:31]3)[O:32]1)[O:35]2.[c:1]1(-[c:7]2[o:8][cH:9][cH:10][cH:11]2)[cH:2][cH:3][cH:4][cH:5][cH:6]1>>[c:1]1(-[c:7]2[o:8][c:9]([C:20]([CH2:19][c:15]3[cH:14][c:13]([Br:12])[cH:18][cH:17][cH:16]3)=[O:21])[cH:10][cH:11]2)[cH:2][cH:3][cH:4][cH:5][cH:6]1. Starting materials: S(O)(O)(=O)=O (sulfuric acid), ClC1=C(C=C2CC(C(C2=C1Cl)=O)(C)C1CCCC1)OCCCC(=O)O (4-[(6,7-dichloro-2-cyclopentyl-2,3-dihydro-2-methyl-1-oxo-1H-inden-5-yl)-oxy]butanoic acid), C(C)O (ethanol), S(O)(O)(=O)=O (sulfuric acid). Conditions: time 18 hour. The product is ClC1=C(C=C2CC(C(C2=C1Cl)=O)(C)C1CCCC1)OCCCC(=O)OCC (ethyl 4-[(6,7-dichloro-2-cyclopentyl-2,3-dihydro-2-methyl-1-oxo-1H-inden-5-yl)oxy]butanoate). RXN SMILES: [Cl:1][C:2]1[C:10]([Cl:11])=[C:9]2[C:5]([CH2:6][C:7]([CH:14]3[CH2:18][CH2:17][CH2:16][CH2:15]3)([CH3:13])[C:8]2=[O:12])=[CH:4][C:3]=1[O:19][CH2:20][CH2:21][CH2:22][C:23]([OH:25])=[O:24].S(=O)(=O)(O)O.[CH2:31](O)[CH3:32]>>[Cl:1][C:2]1[C:10]([Cl:11])=[C:9]2[C:5]([CH2:6][C:7]([CH:14]3[CH2:18][CH2:17][CH2:16][CH2:15]3)([CH3:13])[C:8]2=[O:12])=[CH:4][C:3]=1[O:19][CH2:20][CH2:21][CH2:22][C:23]([O:25][CH2:31][CH3:32])=[O:24]. Reported procedure: To a suspension of 4-[(6,7-dichloro-2-cyclopentyl-2,3-dihydro-2-methyl-1-oxo-1H-inden-5-yl)-oxy]butanoic acid (0.5 g, 0.0012 mole) in absolute ethanol (50 ml) is added conc. sulfuric acid and the mixture is refluxed for 1 hr., treated with 3 Å molecular sieves and stirred at 25° for 18 hours. The reaction mixture is treated with more conc. sulfuric acid (0.2 ml) refluxed for 1 hr, filtered and treated with solid potassium carbonate. The ethanol is distilled at reduced pressure to give ethyl 4-[(... Run at time 1 hour. The solvent is CCOCC (ether), CO (Methanol). Reactants: O1CCCC1 (Tetrahydrofuran), O (Water), [BH4-].[Li+] (lithium borohydride), CC1=NN=NN1C=1C=C(C(=O)OC)C=C(C1)C(F)(F)F (Methyl 3-(5-methyltetrazol-1-yl)-5-(trifluoromethyl)benzoate). As a reaction SMILES: [CH3:1][C:2]1[N:6]([C:7]2[CH:8]=[C:9]([CH:14]=[C:15]([C:17]([F:20])([F:19])[F:18])[CH:16]=2)[C:10](OC)=[O:11])[N:5]=[N:4][N:3]=1.O.[BH4-].[Li+].O1CCCC1>CCOCC.CO>[CH3:1][C:2]1[N:6]([C:7]2[CH:8]=[C:9]([CH2:10][OH:11])[CH:14]=[C:15]([C:17]([F:19])([F:18])[F:20])[CH:16]=2)[N:5]=[N:4][N:3]=1 |f:2.3|. Yields the product CC1=NN=NN1C=1C=C(C=C(C1)C(F)(F)F)CO (3-(5-methyltetrazol-1-yl)-5-(trifluoromethyl)phenylmethanol). Procedure: Methyl 3-(5-methyltetrazol-1-yl)-5-(trifluoromethyl)benzoate (1.56 g, 5.5 mmol) was dissolved in ether (20 ml) and cooled in ice. Water (98 ml, 98 mg, 5.5 mmol) then lithium borohydride (131 mg, 6 mmol) were added and the mixture was stirred at room temperature for 1 hour. Tetrahydrofuran (10 ml) was added and the mixture was stirred at room temperature for 1 hour. Methanol (5 ml) was added and the solvent was evaporated under reduced pressure. Saturated aqueous sodium hydrogen carbonate (20 ml)... The yield is 70.4%. Starting materials: [BH4-], Brc1ccc(C2=NCCC2)cc1, CO, [Na+], O. The product is Brc1ccc(C2CCCN2)cc1. Reaction SMILES: [BH4-:1].[Br:3][c:4]1[cH:5][cH:6][c:7]([C:10]2=[N:14][CH2:13][CH2:12][CH2:11]2)[cH:8][cH:9]1.[CH3:16][OH:17].[Na+:2].[OH2:15]>>[Br:3][c:4]1[cH:5][cH:6][c:7]([CH:10]2[CH2:11][CH2:12][CH2:13][NH:14]2)[cH:8][cH:9]1. Starting materials: IC1=NC=NC(=C1)I (4,6-diiodopyrimidine), FC=1C=C(N)C=CC1 (3-fluoroaniline), C(C)(C)N(C(C)C)CC (N,N-diisopropylethylamine), C(CCC)O (n-butanol). Solvent: O (water). Reaction conditions: temperature 120 celsius, time 4 hour. Product: FC=1C=C(C=CC1)NC1=NC=NC(=C1)I (N-(3-fluorophenyl)-6-iodo-4-pyrimidinamine). Yield: 71.7%. As a reaction SMILES: I[C:2]1[CH:7]=[C:6]([I:8])[N:5]=[CH:4][N:3]=1.[F:9][C:10]1[CH:11]=[C:12]([CH:14]=[CH:15][CH:16]=1)[NH2:13].C(N(CC)C(C)C)(C)C.C(O)CCC>O>[F:9][C:10]1[CH:11]=[C:12]([NH:13][C:2]2[CH:7]=[C:6]([I:8])[N:5]=[CH:4][N:3]=2)[CH:14]=[CH:15][CH:16]=1. Reported procedure: A mixture of 4,6-diiodopyrimidine (1.0 g, 3.01 mmol), 3-fluoroaniline (290 μL, 3.01 mmol), N,N-diisopropylethylamine (782 μL, 4.52 mmol) and n-butanol (3 mL) under nitrogen was stirred at 120° C. for 4 h. After cooling to room temperature, the solution was poured into water and extracted with ethyl acetate. The organic layer was washed once with 1 N hydrochloric acid, followed by brine, dried and concentrated to yield 0.68 g of title compound. Starting materials: COc1ccc2cc3c(N)n[nH]c3nc2c1, [H-], CC(C)I, [Na+]. Yields the product COc1ccc2cc3c(N)nn(C(C)C)c3nc2c1. As a reaction SMILES: [CH3:1][O:2][c:3]1[cH:4][cH:5][c:6]2[cH:7][c:8]3[c:9]([n:10][c:11]2[cH:12]1)[nH:13][n:14][c:15]3[NH2:16].[H-:21].[I:17][CH:18]([CH3:19])[CH3:20].[Na+:22]>>[CH3:1][O:2][c:3]1[cH:4][cH:5][c:6]2[cH:7][c:8]3[c:9]([n:10][c:11]2[cH:12]1)[n:13]([CH:18]([CH3:19])[CH3:20])[n:14][c:15]3[NH2:16]. Starting materials: CC(C)(C)OC(=O)C(C)(C)Oc1ccc(CC(=O)Nc2cnc(-c3ccc(C(F)(F)F)cc3)cc2C(F)(F)F)cc1, O=C(O)C(F)(F)F. The product is CC(C)(Oc1ccc(CC(=O)Nc2cnc(-c3ccc(C(F)(F)F)cc3)cc2C(F)(F)F)cc1)C(=O)O. RXN SMILES: [C:1]([CH3:2])([CH3:3])([CH3:4])[O:5][C:6]([C:7]([CH3:8])([O:9][c:10]1[cH:11][cH:12][c:13]([CH2:16][C:17]([NH:18][c:19]2[cH:20][n:21][c:22](-[c:29]3[cH:30][cH:31][c:32]([C:35]([F:36])([F:37])[F:38])[cH:33][cH:34]3)[cH:23][c:24]2[C:25]([F:26])([F:27])[F:28])=[O:39])[cH:14][cH:15]1)[CH3:40])=[O:41].[OH:42][C:43]([C:44]([F:45])([F:46])[F:47])=[O:48]>>[O:5]=[C:6]([C:7]([CH3:8])([O:9][c:10]1[cH:11][cH:12][c:13]([CH2:16][C:17]([NH:18][c:19]2[cH:20][n:21][c:22](-[c:29]3[cH:30][cH:31][c:32]([C:35]([F:36])([F:37])[F:38])[cH:33][cH:34]3)[cH:23][c:24]2[C:25]([F:26])([F:27])[F:28])=[O:39])[cH:14][cH:15]1)[CH3:40])[OH:41]. As a reaction SMILES: [CH3:1][C:2]([O:9][C:10]1[CH:15]=[CH:14][C:13]([CH2:16][CH2:17][N:18]([C:30]2[CH:35]=[CH:34][C:33]([N+:36]([O-])=O)=[CH:32][N:31]=2)[CH2:19][C:20]2[CH:25]=[CH:24][C:23]([C:26]([F:29])([F:28])[F:27])=[CH:22][CH:21]=2)=[CH:12][CH:11]=1)([CH3:8])[C:3]([O:5][CH2:6][CH3:7])=[O:4]>CO.[Pd]>[NH2:36][C:33]1[CH:34]=[CH:35][C:30]([N:18]([CH2:19][C:20]2[CH:21]=[CH:22][C:23]([C:26]([F:29])([F:27])[F:28])=[CH:24][CH:25]=2)[CH2:17][CH2:16][C:13]2[CH:14]=[CH:15][C:10]([O:9][C:2]([CH3:1])([CH3:8])[C:3]([O:5][CH2:6][CH3:7])=[O:4])=[CH:11][CH:12]=2)=[N:31][CH:32]=1. Yields the product NC=1C=CC(=NC1)N(CCC1=CC=C(OC(C(=O)OCC)(C)C)C=C1)CC1=CC=C(C=C1)C(F)(F)F (Ethyl 2-[4-(2-{(5-aminopyridin-2-yl)[4-(trifluoromethyl)benzyl]amino}ethyl)phenoxy]-2-methylpropanoate). The reagents and catalysts are [Pd] (Pd/C). Reactants: CC(C(=O)OCC)(C)OC1=CC=C(C=C1)CCN(CC1=CC=C(C=C1)C(F)(F)F)C1=NC=C(C=C1)[N+](=O)[O-] (ethyl 2-methyl-2-[4-(2-{(5-nitropyridin-2-yl)[4-(trifluoromethyl)benzyl]amino}ethyl)phenoxy]propanoate). Solvent: CO (MeOH). Yield: 14.4%. Procedure details: A solution of ethyl 2-methyl-2-[4-(2-{(5-nitropyridin-2-yl)[4-(trifluoromethyl)benzyl]amino}ethyl)phenoxy]propanoate (149 mg; 1.73 mmol) in 10 ml of MeOH was treated with 10% Pd/C (60 mg) and hydrogenated under balloon pressure for 2 hr. The catalyst was filtered off and washed with chloroform/methanol. The filtrate was concentrated and the residue purified by radial chromatography using a methanol-dichloromethane gradient (1–10%) to afford the title compound as a dark-colored oil (125 mg; 89% y... Reactants: CN(C)C=O, Cc1ccccc1, CC(=O)c1ccc(Cl)c([N+](=O)[O-])c1, Fc1ccc([S-])c(F)c1, [K+]. The product is CC(=O)c1ccc(Sc2ccc(F)cc2F)c([N+](=O)[O-])c1. As a reaction SMILES: [CH3:24][N:25]([CH3:26])[CH:27]=[O:28].[CH3:29][c:30]1[cH:31][cH:32][cH:33][cH:34][cH:35]1.[Cl:11][c:12]1[c:13]([N+:21](=[O:22])[O-:23])[cH:14][c:15]([C:18]([CH3:19])=[O:20])[cH:16][cH:17]1.[F:1][c:2]1[c:3]([S-:4])[cH:5][cH:6][c:7]([F:9])[cH:8]1.[K+:10]>>[F:1][c:2]1[c:3]([S:4][c:12]2[c:13]([N+:21](=[O:22])[O-:23])[cH:14][c:15]([C:18]([CH3:19])=[O:20])[cH:16][cH:17]2)[cH:5][cH:6][c:7]([F:9])[cH:8]1. RXN SMILES: [C:1]([NH2:2])(=[O:3])[c:4]1[cH:5][c:6]2[c:7]3[cH:8][cH:9][cH:10][cH:11][c:12]3[n:13]3[c:14]2[c:15]([cH:16]1)[c:17](=[O:20])[cH:18][cH:19]3.[N:21](=[O:22])[O-:23].[Na+:24].[OH2:25].[OH:26][N+:27](=[O:28])[O-:29]>>[C:1](=[O:3])([c:4]1[cH:5][c:6]2[c:7]3[cH:8][cH:9][cH:10][cH:11][c:12]3[n:13]3[c:14]2[c:15]([cH:16]1)[c:17](=[O:20])[cH:18][cH:19]3)[OH:22]. Product: O=C(O)c1cc2c(=O)ccn3c4ccccc4c(c1)c23. Reactants: NC(=O)c1cc2c(=O)ccn3c4ccccc4c(c1)c23, O=N[O-], [Na+], O, O=[N+]([O-])O.